Dataset: the Open Reaction Database (ORD), a public repository of structured organic reaction records. Task: describe an organic reaction: reactants, conditions, products, and yield The reactants are CCOC(=O)c1ccc(NC(=O)c2ccc3c(c2)N(C(=O)OC(C)(C)C)CCC3)cc1, O=C(O)C(F)(F)F. The product is CCOC(=O)c1ccc(NC(=O)c2ccc3c(c2)NCCC3)cc1. Reaction SMILES: [C:1]([O:2][C:3](=[O:4])[N:8]1[CH2:9][CH2:10][CH2:11][c:12]2[cH:13][cH:14][c:15]([C:18]([NH:19][c:20]3[cH:21][cH:22][c:23]([C:26](=[O:27])[O:28][CH2:29][CH3:30])[cH:24][cH:25]3)=[O:31])[cH:16][c:17]21)([CH3:5])([CH3:6])[CH3:7].[OH:32][C:33]([C:34]([F:35])([F:36])[F:37])=[O:38]>>[NH:8]1[CH2:9][CH2:10][CH2:11][c:12]2[cH:13][cH:14][c:15]([C:18]([NH:19][c:20]3[cH:21][cH:22][c:23]([C:26](=[O:27])[O:28][CH2:29][CH3:30])[cH:24][cH:25]3)=[O:31])[cH:16][c:17]21.